From a dataset of the Open Reaction Database (ORD), a public repository of structured organic reaction records. describe an organic reaction: reactants, conditions, products, and yield Reactants: COC(=O)CCCCBr, CO, N#C[K], O. The product is COC(=O)CCCCC#N. As a reaction SMILES: [Br:4][CH2:5][CH2:6][CH2:7][CH2:8][C:9](=[O:10])[O:11][CH3:12].[CH3:14][OH:15].[K:1][C:2]#[N:3].[OH2:13]>>[C:2](#[N:3])[CH2:5][CH2:6][CH2:7][CH2:8][C:9](=[O:10])[O:11][CH3:12]. Reactants: ice water, [H-].[Na+] (sodium hydride), ClC1=NC=CC=C1[N+](=O)[O-] (2-chloro-3-nitropyridine), CC(C(=O)[O-])O (methylglycolate), O1CCOCC1 (1,4-dioxane). Conditions: time 2 hour. Yields the product COC(=O)COC1=NC=CC=C1[N+](=O)[O-] (2-(methoxycarbonyl)methoxy-3-nitropyridine). As a reaction SMILES: [H-].[Na+].Cl[C:4]1[C:9]([N+:10]([O-:12])=[O:11])=[CH:8][CH:7]=[CH:6][N:5]=1.C[CH:14]([OH:18])[C:15]([O-:17])=[O:16].O1CCOC[CH2:20]1>>[CH3:20][O:17][C:15]([CH2:14][O:18][C:4]1[C:9]([N+:10]([O-:12])=[O:11])=[CH:8][CH:7]=[CH:6][N:5]=1)=[O:16] |f:0.1|. Procedure details: First, 0.4 g of sodium hydride was added to a mixture of 1.59 g of 2-chloro-3-nitropyridine, 0.95 g of methylglycolate, and 10 ml of 1,4-dioxane at 10° C. After stirring at room temperature for 2 hours, the reaction mixture was poured into ice water, and the mixture was extracted with ethyl acetate. The organic layer was dried over anhydrous magnesium sulfate and then concentrated. The residue was subjected to silica gel column chromatography to give 1.5 g of 2-(methoxycarbonyl)methoxy-3-nitropy...